From a dataset of the Open Reaction Database (ORD), a public repository of structured organic reaction records. describe an organic reaction: reactants, conditions, products, and yield The reactants are C([O-])([O-])=O.[Na+].[Na+] (sodium carbonate), ClC1=NC=C(C(=N1)CC1=CC(=CC=C1)C(F)(F)F)C (2-chloro-5-methyl-4-[[3-(trifluoromethyl)phenyl]methyl]pyrimidine), FC(C1=CC=C(C=C1)B(O)O)(F)F (4-trifluoromethyl-benzeneboronic acid). The reagents and catalysts are Cl[Pd]([P](C1=CC=CC=C1)(C2=CC=CC=C2)C3=CC=CC=C3)([P](C4=CC=CC=C4)(C5=CC=CC=C5)C6=CC=CC=C6)Cl (bis(triphenylphosphine)palladium dichloride). The solvent is ClCCl (dichloromethane), O (water), C(OC)COC (dimethoxyethane). Run at temperature 80 celsius. The product is CC=1C(=NC(=NC1)C1=CC=C(C=C1)C(F)(F)F)C(=O)C1=CC(=CC=C1)C(F)(F)F ([5-methyl-2-[4-(trifluoromethyl)phenyl]-4-pyrimidinyl][3-(trifluoromethyl)phenyl]methanone), solid. As a reaction SMILES: Cl[C:2]1[N:7]=[C:6]([CH2:8][C:9]2[CH:14]=[CH:13][CH:12]=[C:11]([C:15]([F:18])([F:17])[F:16])[CH:10]=2)[C:5]([CH3:19])=[CH:4][N:3]=1.[F:20][C:21]([F:32])([F:31])[C:22]1[CH:27]=[CH:26][C:25](B(O)O)=[CH:24][CH:23]=1.C(=O)([O-])[O-:34].[Na+].[Na+]>C(COC)OC.ClCCl.O.Cl[Pd](Cl)([P](C1C=CC=CC=1)(C1C=CC=CC=1)C1C=CC=CC=1)[P](C1C=CC=CC=1)(C1C=CC=CC=1)C1C=CC=CC=1>[CH3:19][C:5]1[C:6]([C:8]([C:9]2[CH:14]=[CH:13][CH:12]=[C:11]([C:15]([F:18])([F:17])[F:16])[CH:10]=2)=[O:34])=[N:7][C:2]([C:25]2[CH:26]=[CH:27][C:22]([C:21]([F:31])([F:32])[F:20])=[CH:23][CH:24]=2)=[N:3][CH:4]=1 |f:2.3.4,^1:51,70|. Procedure: The title compound of Example 1, Step A (0.6 g, 2 mmol), 4-trifluoromethyl-benzeneboronic acid (1.1 g, 6 mmol), and bis(triphenylphosphine)palladium dichloride were dissolved in dimethoxyethane (15 mL) and aqueous sodium carbonate (2 M, 4 mmol). The resulting mixture was heated at 80° C. for 3 h. The mixture was diluted with dichloromethane (50 mL) and water (50 mL). The dichloromethane layer was dried over magnesium sulfate, concentrated under reduced pressure, and the residue was subjected to ... The reactants are 11L, Cl (hydrochloric acid), BrCCCNC(=O)OCC1=CC=CC=C1 (benzyl (3-bromopropyl)aminoformate), Cl.COC1=C(C=CC=C1)N1CCNCC1 (1-(2-methoxyphenyl)piperazine hydrochloride), C([O-])([O-])=O.[K+].[K+] (potassium carbonate), 20L. Solvent: C(C)O (ethanol), 3L, CN(C)C=O (DMF), O (water). Conditions: time 3.5 hour. The product is Cl.Cl.COC1=C(C=CC=C1)N1CCN(CC1)CCCNC(=O)OCC1=CC=CC=C1 (benzyl 3-[4-(2-methoxyphenyl)piperazin-1-yl]propylaminoformate dihydrochloride). Yield: 132.1%. Reaction SMILES: Br[CH2:2][CH2:3][CH2:4][NH:5][C:6]([O:8][CH2:9][C:10]1[CH:15]=[CH:14][CH:13]=[CH:12][CH:11]=1)=[O:7].[ClH:16].[CH3:17][O:18][C:19]1[CH:24]=[CH:23][CH:22]=[CH:21][C:20]=1[N:25]1[CH2:30][CH2:29][NH:28][CH2:27][CH2:26]1.C(=O)([O-])[O-].[K+].[K+].Cl>C(O)C.O.CN(C=O)C>[ClH:16].[ClH:16].[CH3:17][O:18][C:19]1[CH:24]=[CH:23][CH:22]=[CH:21][C:20]=1[N:25]1[CH2:30][CH2:29][N:28]([CH2:2][CH2:3][CH2:4][NH:5][C:6]([O:8][CH2:9][C:10]2[CH:15]=[CH:14][CH:13]=[CH:12][CH:11]=2)=[O:7])[CH2:27][CH2:26]1 |f:1.2,3.4.5,10.11.12|. Reported procedure: A mixture of benzyl (3-bromopropyl)aminoformate (495.2 g, 1.82 mol), prepared as in Example 6, 1-(2-methoxyphenyl)piperazine hydrochloride (377.9 g, 1.65 mol) and potassium carbonate (456.8 g, 3.31 mol) in 3L of DMF was stirred at 80° to 81° C. for 3.5 hours. The mixture was allowed to cool to room temperature and then poured into 20L of water. The mixture was extracted with ethyl acetate (3×4L). The combined ethyl acetate extracts were washed with water (2×1L) and saturated aqueous sodium chlor... Procedure: A solution of benzofuran-3-yl-acetic acid methyl ester (4.0 g, 21 mmol) in 25 ml of ether was added dropwise at RT to a suspension of lithium alanate (1.61 g, 59.5 mmol) in 35 ml of ether, and stirring was then carried out for 30 minutes. Excess alanate was then hydrolysed with ethanol, the mixture was suction-filtered over Kieselguhr, and the solvent was removed in vacuo. The product was obtained in the form of a yellowish oil in a yield of 3.0 g (89%). Product: C=1OC(=C2C1C=CC=C2)C(C)O (2-Benzofuran-3-yl-ethanol). The reactants are COC(CC1=COC2=C1C=CC=C2)=O (benzofuran-3-yl-acetic acid methyl ester), [Li] (lithium), CCOCC (ether), CCOCC (ether). Reaction conditions: time 30 minute. RXN SMILES: CO[C:3](=O)[CH2:4][C:5]1[C:9]2[CH:10]=[CH:11][CH:12]=[CH:13][C:8]=2[O:7][CH:6]=1.[Li].CC[O:18]CC>>[CH:6]1[O:7][C:8]([CH:13]([OH:18])[CH3:12])=[C:9]2[CH:10]=[CH:11][CH:3]=[CH:4][C:5]=12 |^1:14|. Starting materials: C(C)(C)(C)OC(=O)N1CC(C=2C=NC(=CC21)C(CC)(F)F)(C)C (6-(1,1-difluoro-propyl)-3,3-dimethyl-2,3-dihydro-pyrrolo[3,2-c]pyridine-1-carboxylic acid tert-butyl ester), Cl (hydrochloric acid). The solvent is CO (methanol). Reaction conditions: temperature 20 celsius, time 16 hour. Yields the product Cl.FC(CC)(F)C1=CC2=C(C=N1)C(CN2)(C)C (6-(1,1-Difluoro-propyl)-3,3-dimethyl-2,3-dihydro-1H-pyrrolo[3,2-c]pyridine hydrochloride). Reaction SMILES: C(OC([N:8]1[C:16]2[CH:15]=[C:14]([C:17]([F:21])([F:20])[CH2:18][CH3:19])[N:13]=[CH:12][C:11]=2[C:10]([CH3:23])([CH3:22])[CH2:9]1)=O)(C)(C)C.[ClH:24]>CO>[ClH:24].[F:20][C:17]([C:14]1[N:13]=[CH:12][C:11]2[C:10]([CH3:22])([CH3:23])[CH2:9][NH:8][C:16]=2[CH:15]=1)([F:21])[CH2:18][CH3:19] |f:3.4|. Procedure: A mixture of 6-(1,1-difluoro-propyl)-3,3-dimethyl-2,3-dihydro-pyrrolo[3,2-c]pyridine-1-carboxylic acid tert-butyl ester (0.398 g, 1.2 mmol), hydrochloric acid (5 M, 12 mL) and methanol (12 mL) was stirred at 20° C. for 16 h then evaporated in vacuo. The residue was azeotroped with methanol (×3) and toluene (×2) to give the title compound (0.3 g) as a solid. MS: [M+H]+=227. Solvent: C(C)OC(C)=O (ethylacetate). Procedure details: TLC was performed by spotting 3 microliters of the supernatants of the growth media onto AL SIL G silica gel plates (Whatman) and developed twice in a solvent consisting of 3 parts ethylacetate: 3 parts acetic acid: 1 part distilled water. After drying, the plates were sprayed with a dye mixture consisting of 4 milliliters aniline, 4 g diphenylamine, 200 milliliters acetone, and 30 milliliters 80% phosphoric acid. Isomaltulose and trehalulose were distinguished from other sugars, such as sucrose... RXN SMILES: NC1C=CC=CC=1.[CH2:8]([OH:30])[C@H:9]1[O:14][C@H:13]([O:15]C[C@H]2OC(O)(CO)[C@@H](O)[C@@H]2O)[C@H:12]([OH:27])[C@@H:11]([OH:28])[C@@H:10]1[OH:29].[CH2:31]([OH:53])[C@H:32]1[O:37][C@H:36]([O:38]CC([C@@H](O)[C@H](O)[C@H](O)CO)=O)[C@H:35]([OH:50])[C@@H:34]([OH:51])[C@@H:33]1[OH:52].[CH2:54]([OH:76])[C@H:55]1[O:60][C@H:59]([O:61][C@:62]2([CH2:71][OH:72])[O:66][C@H:65]([CH2:67][OH:68])[C@@H:64]([OH:69])[C@@H:63]2[OH:70])[C@H:58]([OH:73])[C@@H:57]([OH:74])[C@@H:56]1[OH:75]>C(OC(=O)C)C>[O:15]=[CH:13][C@@H:12]([C@H:11]([C@@H:10]([C@@H:9]([CH2:8][OH:30])[OH:14])[OH:29])[OH:28])[OH:27].[OH:53][CH2:31][C:32]([C@H:33]([C@@H:34]([C@@H:35]([CH2:36][OH:38])[OH:50])[OH:51])[OH:52])=[O:37].[CH2:54]([OH:76])[C@H:55]1[O:60][C@H:59]([O:61][C@:62]2([CH2:71][OH:72])[O:66][C@H:65]([CH2:67][OH:68])[C@@H:64]([OH:69])[C@@H:63]2[OH:70])[C@H:58]([OH:73])[C@@H:57]([OH:74])[C@@H:56]1[OH:75]. The product is monosaccharides, O=C[C@H](O)[C@@H](O)[C@H](O)[C@H](O)CO (glucose), OCC(=O)[C@@H](O)[C@H](O)[C@H](O)CO (fructose), C([C@@H]1[C@H]([C@@H]([C@H]([C@H](O1)O[C@]2([C@H]([C@@H]([C@H](O2)CO)O)O)CO)O)O)O)O (sucrose). Starting materials: NC1=CC=CC=C1 (aniline), C([C@@H]1[C@H]([C@@H]([C@H]([C@H](O1)O[C@]2([C@H]([C@@H]([C@H](O2)CO)O)O)CO)O)O)O)O (sucrose), C([C@@H]1[C@H]([C@@H]([C@H]([C@H](O1)OC[C@@H]2[C@H]([C@@H](C(O2)(CO)O)O)O)O)O)O)O (isomaltulose), C([C@@H]1[C@H]([C@@H]([C@H]([C@H](O1)OCC(=O)[C@H]([C@@H]([C@@H](CO)O)O)O)O)O)O)O (trehalulose). The reactants are solution, [H-].C(C(C)C)[Al+]CC(C)C (diisobutylaluminum hydride), IC1=C(C#N)C=CC(=C1)C(F)(F)F (2-iodo-4-trifluoromethyl-benzonitrile), C(C)(=O)OCC (ethyl acetate), Cl (HCl), Cl (HCl). Run in C1(=CC=CC=C1)C (toluene), C1(=CC=CC=C1)C (toluene), C(Cl)Cl (Methylene chloride), O (Water), C(C)O (ethanol), C(Cl)Cl (methylene chloride). Conditions: temperature 0 celsius, time 30 minute. Product: IC1=C(C=O)C=CC(=C1)C(F)(F)F (2-iodo-4-trifluoromethyl-benzaldehyde). The yield is 40.0%. As a reaction SMILES: [H-].C([Al+]CC(C)C)C(C)C.[I:11][C:12]1[CH:19]=[C:18]([C:20]([F:23])([F:22])[F:21])[CH:17]=[CH:16][C:13]=1[C:14]#N.C(OCC)(=[O:26])C.Cl>C1(C)C=CC=CC=1.C(Cl)Cl.O.C(O)C>[I:11][C:12]1[CH:19]=[C:18]([C:20]([F:23])([F:22])[F:21])[CH:17]=[CH:16][C:13]=1[CH:14]=[O:26] |f:0.1|. Procedure: A 1.0 M solution of diisobutylaluminum hydride in toluene (13 mL, 13 mmol) was added slowly drop-wise to a 0° C. solution of 2-iodo-4-trifluoromethyl-benzonitrile (3.58 g, 12 mmol) in toluene (11 mL). The reaction mixture was stirred at 0° C. for 30 minutes. The reaction mixture was warmed to room temperature, then stirred at room temperature for 24 hours. The reaction mixture was cooled to 0° C., then ethyl acetate (5 mL), and ethanol (5 mL) were added dropwise to the cold reaction mixture. Aft... Reactants: BrC1=CC(=CC(=C1)F)Br (1,3-dibromo-5-fluorobenzene), CN1CCC(CC1)NC (1-methyl-4-(methylamino)piperidine), CC(C)([O-])C.[Na+] (sodium t-butoxide), C1(=CC=CC=C1)C (toluene). Reagents/catalysts: C1(=CC=CC=C1)P(C1=C(C2=CC=CC=C2C=C1)C1=C(C=CC2=CC=CC=C12)P(C1=CC=CC=C1)C1=CC=CC=C1)C1=CC=CC=C1 (2,2′-bis(diphenylphosphino)-1,1′-binaphthyl), C=1C=CC(=CC1)/C=C/C(=O)/C=C/C2=CC=CC=C2.C=1C=CC(=CC1)/C=C/C(=O)/C=C/C2=CC=CC=C2.C=1C=CC(=CC1)/C=C/C(=O)/C=C/C2=CC=CC=C2.[Pd].[Pd] (Pd2(dba)3). Solvent: C(C)(=O)OCC (ethyl acetate). Conditions: temperature 80 celsius, time 10 minute. Product: CN1CCC(CC1)NCC1=CC(=CC(=C1)F)Br (1-Methyl-4-(N-(3-bromo-5-fluorophenyl)methylamino)piperidine). The yield is 55.3%. As a reaction SMILES: Br[C:2]1[CH:7]=[C:6]([F:8])[CH:5]=[C:4]([Br:9])[CH:3]=1.[CH3:10][N:11]1[CH2:16][CH2:15][CH:14]([NH:17][CH3:18])[CH2:13][CH2:12]1.CC(C)([O-])C.[Na+].C1(C)C=CC=CC=1>C(OCC)(=O)C.C1C=CC(/C=C/C(/C=C/C2C=CC=CC=2)=O)=CC=1.C1C=CC(/C=C/C(/C=C/C2C=CC=CC=2)=O)=CC=1.C1C=CC(/C=C/C(/C=C/C2C=CC=CC=2)=O)=CC=1.[Pd].[Pd].C1(P(C2C=CC=CC=2)C2C=CC3C(=CC=CC=3)C=2C2C3C(=CC=CC=3)C=CC=2P(C2C=CC=CC=2)C2C=CC=CC=2)C=CC=CC=1>[CH3:10][N:11]1[CH2:16][CH2:15][CH:14]([NH:17][CH2:18][C:2]2[CH:7]=[C:6]([F:8])[CH:5]=[C:4]([Br:9])[CH:3]=2)[CH2:13][CH2:12]1 |f:2.3,6.7.8.9.10|. Procedure details: Combine 1,3-dibromo-5-fluorobenzene (5.0 g, 19.7 mmol), 1-methyl-4-(methylamino)piperidine (2.58 mL, 17.7 mmol), 2,2′-bis(diphenylphosphino)-1,1′-binaphthyl (0.49 g, 0.79 mmol), sodium t-butoxide (2.57 g, 27.58 mmole) and toluene (100 mL), stir and heat at 80° C. After 10 minutes, add Pd2(dba)3 (0.49 g, 0.79 mmol). After 3 hr. at 80° C., cool to ambient temperature. Dilute with ethyl acetate (100 mL) and wash with water (50 mL). Dry the organic layer over sodium sulfate, filter, and concentrate ...